Dataset: the Open Reaction Database (ORD), a public repository of structured organic reaction records. Task: describe an organic reaction: reactants, conditions, products, and yield Procedure: 5.7 g of 2,3-dihydro-3-hydroxymethyl-2-phenyl-1,5-benzothiazepin-4(5H)-one prepared as described in Reference Example 1 was dissolved in 20 ml of triethylamine. 3.8 g of p-toluenesulfonyl chloride was added to the solution while stirring and the mixture was stirred at room temperature for 2 hours. Water was added to the reaction mixture and the precipitated crystals were separated by filtration and recrystallized from a mixture of dichloromethane-n-hexane to obtain 8 g of 2,3-dihydro-2-phenyl-3-... The reactants are OCC1C(SC2=C(NC1=O)C=CC=C2)C2=CC=CC=C2 (2,3-dihydro-3-hydroxymethyl-2-phenyl-1,5-benzothiazepin-4(5H)-one), C1(=CC=C(C=C1)S(=O)(=O)Cl)C (p-toluenesulfonyl chloride), O (Water). Reaction SMILES: [OH:1][CH2:2][CH:3]1[C:9](=[O:10])[NH:8][C:7]2[CH:11]=[CH:12][CH:13]=[CH:14][C:6]=2[S:5][CH:4]1[C:15]1[CH:20]=[CH:19][CH:18]=[CH:17][CH:16]=1.[C:21]1([CH3:31])[CH:26]=[CH:25][C:24]([S:27](Cl)(=[O:29])=[O:28])=[CH:23][CH:22]=1.O>C(N(CC)CC)C>[C:15]1([CH:4]2[CH:3]([CH2:2][O:1][S:27]([C:24]3[CH:25]=[CH:26][C:21]([CH3:31])=[CH:22][CH:23]=3)(=[O:29])=[O:28])[C:9](=[O:10])[NH:8][C:7]3[CH:11]=[CH:12][CH:13]=[CH:14][C:6]=3[S:5]2)[CH:20]=[CH:19][CH:18]=[CH:17][CH:16]=1. Run in C(C)N(CC)CC (triethylamine). Isolated yield 91.3%. Product: C1(=CC=CC=C1)C1SC2=C(NC(C1COS(=O)(=O)C1=CC=C(C=C1)C)=O)C=CC=C2 (2,3-dihydro-2-phenyl-3-[(p-toluenesulfonyloxy)methyl]-1,5-benzothiazepin-4(5H)-one). Reactants: Cc1nc(Br)ccc1Br, CN(C)C=O, CCOC(C)=O, N#C[Cu], O. The product is Cc1nc(C#N)ccc1Br. As a reaction SMILES: [Br:1][c:2]1[c:3]([CH3:9])[n:4][c:5]([Br:8])[cH:6][cH:7]1.[CH3:13][N:14]([CH3:15])[CH:16]=[O:17].[CH3:19][CH2:20][O:21][C:22](=[O:23])[CH3:24].[Cu:10][C:11]#[N:12].[OH2:18]>>[Br:1][c:2]1[c:3]([CH3:9])[n:4][c:5]([C:11]#[N:12])[cH:6][cH:7]1. Starting materials: CCCCN, C1CCOC1, O=C(O)c1ccc2c(c1)nc(COc1ccccc1)n2Cc1ccc(OC(F)(F)F)cc1. Yields the product CCCCNC(=O)c1ccc2c(c1)nc(COc1ccccc1)n2Cc1ccc(OC(F)(F)F)cc1. RXN SMILES: [CH2:33]([CH2:34][CH2:35][CH3:36])[NH2:37].[CH2:38]1[O:39][CH2:40][CH2:41][CH2:42]1.[O:1]([c:2]1[cH:3][cH:4][cH:5][cH:6][cH:7]1)[CH2:8][c:9]1[n:10][c:11]2[c:12]([n:13]1[CH2:14][c:15]1[cH:16][cH:17][c:18]([O:21][C:22]([F:23])([F:24])[F:25])[cH:19][cH:20]1)[cH:26][cH:27][c:28]([C:30](=[O:31])[OH:32])[cH:29]2>>[O:1]([c:2]1[cH:3][cH:4][cH:5][cH:6][cH:7]1)[CH2:8][c:9]1[n:10][c:11]2[c:12]([n:13]1[CH2:14][c:15]1[cH:16][cH:17][c:18]([O:21][C:22]([F:23])([F:24])[F:25])[cH:19][cH:20]1)[cH:26][cH:27][c:28]([C:30](=[O:32])[NH:37][CH2:33][CH2:34][CH2:35][CH3:36])[cH:29]2. Reaction SMILES: [C:1]1([C:7]2[CH:12]=[CH:11][C:10](C3C=CC=CC=3)=[CH:9][C:8]=2[C@@H:19]([O:24][C:25]2[N:30]=[C:29]([NH2:31])[N:28]=[C:27]([N:32]3[CH2:44][CH2:43][C:35]4([CH2:39][NH:38][C@H:37]([C:40]([OH:42])=[O:41])[CH2:36]4)[CH2:34][CH2:33]3)[CH:26]=2)[C:20]([F:23])([F:22])[F:21])[CH:6]=[CH:5][CH:4]=[CH:3][CH:2]=1.NC1N=C(N2CCC3(CN(C(OC(C)(C)C)=O)[C@H](C(OCC)=O)C3)CC2)C=C(O[C@H]([C:80]2[C:85](Br)=[CH:84][CH:83]=[CH:82][C:81]=2Br)C(F)(F)F)N=1>>[C:1]1([C:7]2[CH:12]=[CH:11][CH:10]=[C:9]([C:80]3[CH:85]=[CH:84][CH:83]=[CH:82][CH:81]=3)[C:8]=2[C@@H:19]([O:24][C:25]2[N:30]=[C:29]([NH2:31])[N:28]=[C:27]([N:32]3[CH2:44][CH2:43][C:35]4([CH2:39][NH:38][C@H:37]([C:40]([OH:42])=[O:41])[CH2:36]4)[CH2:34][CH2:33]3)[CH:26]=2)[C:20]([F:21])([F:23])[F:22])[CH:6]=[CH:5][CH:4]=[CH:3][CH:2]=1. The product is C1(=CC=CC=C1)C1=C(C(=CC=C1)C1=CC=CC=C1)[C@H](C(F)(F)F)OC1=CC(=NC(=N1)N)N1CCC2(C[C@H](NC2)C(=O)O)CC1 ((S)-8-(6-((R)-1-([1,1′:3′,1″-terphenyl]-2′-yl)-2,2,2-trifluoroethoxy)-2-aminopyrimidin-4-yl)-2,8-diazaspiro[4.5]decane-3-carboxylic acid). Starting materials: C1(=CC=CC=C1)C1=C(C=C(C=C1)C1=CC=CC=C1)[C@H](C(F)(F)F)OC1=CC(=NC(=N1)N)N1CCC2(C[C@H](NC2)C(=O)O)CC1 ((S)-8-(6-((R)-1-([1,1′:4′,1″-terphenyl]-2′-yl)-2,2,2-trifluoroethoxy)-2-aminopyrimidin-4-yl)-2,8-diazaspiro[4.5]decane-3-carboxylic acid), NC1=NC(=CC(=N1)N1CCC2(C[C@H](N(C2)C(=O)OC(C)(C)C)C(=O)OCC)CC1)O[C@@H](C(F)(F)F)C1=C(C=CC=C1Br)Br ((S)-2-tert-butyl 3-ethyl 8-(2-amino-6-((R)-1-(2,6-dibromophenyl)-2,2,2-trifluoroethoxy)pyrimidin-4-yl)-2,8-diazaspiro[4.5]decane-2,3-dicarboxylate), product. Procedure details: The title compound was prepared as described for (S)-8-(6-((R)-1-([1,1′:4′,1″-terphenyl]-2′-yl)-2,2,2-trifluoroethoxy)-2-aminopyrimidin-4-yl)-2,8-diazaspiro[4.5]decane-3-carboxylic acid (Example 51a) starting with (S)-2-tert-butyl 3-ethyl 8-(2-amino-6-((R)-1-(2,6-dibromophenyl)-2,2,2-trifluoroethoxy)pyrimidin-4-yl)-2,8-diazaspiro[4.5]decane-2,3-dicarboxylate (product of Step 4, example 63ao). Reactants: BrC=1C=C(OC1C)C(=O)OC (methyl 4-bromo-5-methylfuran-2-carboxylate), FC(C=1C=C(C=CC1)B(O)O)(F)F (3-(trifluoromethyl)phenylboronic acid), C([O-])([O-])=O.[Cs+].[Cs+] (cesium carbonate). Reagents/catalysts: C1=CC=C(C=C1)P([C-]2C=CC=C2)C3=CC=CC=C3.C1=CC=C(C=C1)P([C-]2C=CC=C2)C3=CC=CC=C3.Cl[Pd]Cl.[Fe+2] ([1,1′-bis(diphenylphosphino)ferrocene]dichloropalladium(II)). The product is CC1=C(C=C(O1)C(=O)OC)C1=CC(=CC=C1)C(F)(F)F (methyl 5-methyl-4-[3-(trifluoromethyl)phenyl]furan-2-carboxylate). Yield: 61.6%. Reaction SMILES: Br[C:2]1[CH:3]=[C:4]([C:8]([O:10][CH3:11])=[O:9])[O:5][C:6]=1[CH3:7].[F:12][C:13]([F:24])([F:23])[C:14]1[CH:15]=[C:16](B(O)O)[CH:17]=[CH:18][CH:19]=1.C(=O)([O-])[O-].[Cs+].[Cs+]>C1C=CC(P(C2C=CC=CC=2)[C-]2C=CC=C2)=CC=1.C1C=CC(P(C2C=CC=CC=2)[C-]2C=CC=C2)=CC=1.Cl[Pd]Cl.[Fe+2]>[CH3:7][C:6]1[O:5][C:4]([C:8]([O:10][CH3:11])=[O:9])=[CH:3][C:2]=1[C:18]1[CH:17]=[CH:16][CH:15]=[C:14]([C:13]([F:24])([F:23])[F:12])[CH:19]=1 |f:2.3.4,5.6.7.8|. Reported procedure: By a method similar to that in Example 126c and using the compound (1.00 g) obtained in Example 128b, 3-(trifluoromethyl)phenylboronic acid (1.04 g), cesium carbonate (2.98 g, 3.6 mmol), [1,1′-bis(diphenylphosphino)ferrocene]dichloropalladium(II) (0.19 g), the title compound (0.80 g) was obtained as a solid.